From a dataset of the Open Reaction Database (ORD), a public repository of structured organic reaction records. describe an organic reaction: reactants, conditions, products, and yield Product: O1CCC(=CC1)C(CO)(C)C (2-(3,6-dihydro-2H-pyran-4-yl)-2-methyl-propan-1-ol). Reactants: C(C)OC(C(C)(C)C=1CCOCC1)=O (2-(3,6-dihydro-2H-pyran-4-yl)-2-methyl-propionic acid ethyl ester), [H-].[H-].[H-].[H-].[Li+].[Al+3] (LiAlH4), O (Water), [OH-].[Na+] (NaOH). The solvent is O1CCCC1 (tetrahydrofuran), O1CCCC1 (tetrahydrofuran). The yield is 98.8%. Reported procedure: Step C To a solution of 2-(3,6-dihydro-2H-pyran-4-yl)-2-methyl-propionic acid ethyl ester (6 g, 30 mmol) in anhydrous tetrahydrofuran (75 mL) at 0° C. was added a tetrahydrofuran solution (1 M) of LiAlH4 (100 mL, 100 mmol) under nitrogen. The reaction mixture was heated at reflux for 3 h, then cooled to room temperature. Water and aqueous NaOH solution (2N) was added. The mixture was filtered to remove the precipitate, and the filtrate was concentrated. Water was added, and the mixture was extra... RXN SMILES: C([O:3][C:4](=O)[C:5]([C:8]1[CH2:9][CH2:10][O:11][CH2:12][CH:13]=1)([CH3:7])[CH3:6])C.[H-].[H-].[H-].[H-].[Li+].[Al+3].O.[OH-].[Na+]>O1CCCC1>[O:11]1[CH2:10][CH:9]=[C:8]([C:5]([CH3:7])([CH3:6])[CH2:4][OH:3])[CH2:13][CH2:12]1 |f:1.2.3.4.5.6,8.9|. The reactants are BrC=1C(=NC(=NC1)Cl)Cl (5-bromo-2,4-dichloropyrimidine), CC(CO)C (2-methyl-1-propanol), [H-].[Na+] (sodium hydride), O (water). Solvent: C1CCOC1 (THF). Conditions: temperature 0 celsius, time 1 hour. Product: crude product, BrC=1C(=NC(=NC1)Cl)OCC(C)C (5-bromo-2-chloro-4-isobutoxypyrimidine). As a reaction SMILES: [Br:1][C:2]1[C:3](Cl)=[N:4][C:5]([Cl:8])=[N:6][CH:7]=1.[CH3:10][CH:11]([CH3:14])[CH2:12][OH:13].[H-].[Na+].O>C1COCC1>[Br:1][C:2]1[C:3]([O:13][CH2:12][CH:11]([CH3:14])[CH3:10])=[N:4][C:5]([Cl:8])=[N:6][CH:7]=1 |f:2.3|. Procedure details: Under a nitrogen atmosphere, to a solution of 5-bromo-2,4-dichloropyrimidine (2.56 mL) and 2-methyl-1-propanol (1.85 mL) in THF (80 mL) was added 60% sodium hydride (960 mg) at 0° C., and the mixture was stirred at 0° C. for 1 hr. To the reaction mixture was added water at 0° C., and the mixture was extracted with ethyl acetate. The extract was washed with water and saturated brine, and dried over anhydrous magnesium sulfate. The solvent was evaporated under reduced pressure, and the residue was... Reaction conditions: temperature -78 celsius, time 1.25 hour. Reported procedure: A mechanically stirred solution of 2-methyl-2,3-dihydrothieno[2,3-b]thiophene-2-carboxylic acid-1,1-dioxide (13.9 g, 0.060 mol) in THF (400 mL, dry) was cooled to -78° C. under a nitrogen atmosphere. n-Butyllithium (47.7 mL, 2.5M solution in hexane) was added via syringe at such a rate that the internal temperature remained <-75° C. By the end of the addition (approximately 30 minutes) a very heavy precipitate had formed. The reaction was stirred at -78° C. for 1.25 hours and the sulfur dioxide ... Run in [OH-].[Na+] (sodium hydroxide), C1CCOC1 (THF). The reactants are Cl (HCl), CC1(CC2=C(SC=C2)S1(=O)=O)C(=O)O (2-methyl-2,3-dihydrothieno[2,3-b]thiophene-2-carboxylic acid-1,1-dioxide), C(CCC)[Li] (n-Butyllithium), S(=O)=O (sulfur dioxide), NOS(=O)(=O)O (hydroxylamine-O-sulfonic acid). As a reaction SMILES: [CH3:1][C:2]1([C:12]([OH:14])=[O:13])[S:9](=[O:11])(=[O:10])[C:5]2[S:6][CH:7]=[CH:8][C:4]=2[CH2:3]1.C([Li])CCC.[S:20](=[O:22])=[O:21].Cl.[NH2:24]OS(O)(=O)=O>C1COCC1.[OH-].[Na+]>[O:10]=[S:9]1(=[O:11])[C:5]2[S:6][C:7]([S:20](=[O:22])(=[O:21])[NH2:24])=[CH:8][C:4]=2[CH2:3][C:2]1([CH3:1])[C:12]([OH:14])=[O:13] |f:6.7|. The yield is 78.0%. Yields the product O=S1(C(CC2=C1SC(=C2)S(N)(=O)=O)(C(=O)O)C)=O (1,1-dioxo-2-methyl-5 -sulfamoyl-2,3-dihydrothieno[2,3-b]thiophene-2-carboxylic acid). The reactants are Br, CCOC(=O)c1nc2c(=O)[nH]c3cc(C(F)(F)F)ccc3n2c1Cc1ncc[nH]1. Yields the product O=C(O)c1nc2c(=O)[nH]c3cc(C(F)(F)F)ccc3n2c1Cc1ncc[nH]1. Reaction SMILES: [BrH:30].[CH2:1]([CH3:2])[O:3][C:4](=[O:5])[c:6]1[n:7][c:8]2[n:9]([c:10]3[cH:11][cH:12][c:13]([C:19]([F:20])([F:21])[F:22])[cH:14][c:15]3[nH:16][c:17]2=[O:18])[c:23]1[CH2:24][c:25]1[nH:26][cH:27][cH:28][n:29]1>>[O:3]=[C:4]([OH:5])[c:6]1[n:7][c:8]2[n:9]([c:10]3[cH:11][cH:12][c:13]([C:19]([F:20])([F:21])[F:22])[cH:14][c:15]3[nH:16][c:17]2=[O:18])[c:23]1[CH2:24][c:25]1[n:26][cH:27][cH:28][nH:29]1. Reactants: C1(=CC=CC=C1)[C@@H](C)N ((R)-1-phenylethylamine), ClC1=NC=NC2=CC(=C(C=C12)[N+](=O)[O-])F (4-chloro-6-nitro-7-fluoro-quinazoline). Solvent: O1CCOCC1 (dioxane), C(Cl)Cl (methylene chloride). Conditions: time 8 hour. The product is C1(=CC=CC=C1)[C@@H](C)NC1=NC=NC2=CC(=C(C=C12)[N+](=O)[O-])F (4-[(R)-(1-Phenylethyl)amino]-6-nitro-7-fluoroquinazoline). Reaction SMILES: [C:1]1([C@H:7]([NH2:9])[CH3:8])[CH:6]=[CH:5][CH:4]=[CH:3][CH:2]=1.Cl[C:11]1[C:20]2[C:15](=[CH:16][C:17]([F:24])=[C:18]([N+:21]([O-:23])=[O:22])[CH:19]=2)[N:14]=[CH:13][N:12]=1>O1CCOCC1.C(Cl)Cl>[C:1]1([C@H:7]([NH:9][C:11]2[C:20]3[C:15](=[CH:16][C:17]([F:24])=[C:18]([N+:21]([O-:23])=[O:22])[CH:19]=3)[N:14]=[CH:13][N:12]=2)[CH3:8])[CH:6]=[CH:5][CH:4]=[CH:3][CH:2]=1. Procedure details: A solution of 74 ml of (R)-1-phenylethylamine in 100 ml of dioxane is dropped into 108.8 g of 4-chloro-6-nitro-7-fluoro-quinazoline in 800 ml of methylene chloride with cooling. The reaction mixture is washed with water after stirring overnight at room temperature, the organic phase is separated, dried and evaporated. The obtained residue is purified by chromatography over a silica gel column (petroleum ether/ethyl acetate=1:1). Yield: 52.9 g (35% of theory); melting point: 203° C.; mass spectru... Yield: 101.1%. Starting materials: C(C)(C)(C)OC(=O)CC=1C(=NC=2N(C1C1=C(C=C(C=C1)Cl)Cl)C=C(N2)C(=O)OCC)C (ethyl 6-((tert-butoxycarbonyl)methyl)-5-(2,4-dichlorophenyl)-7-methylimidazo[1,2-a]pyrimidine-2-carboxylate), O[Li].O (LiOH.H2O). Solvent: C1CCOC1 (THF), O (H2O). As a reaction SMILES: [C:1]([O:5][C:6]([CH2:8][C:9]1[C:10]([CH3:31])=[N:11][C:12]2[N:13]([CH:23]=[C:24]([C:26]([O:28]CC)=[O:27])[N:25]=2)[C:14]=1[C:15]1[CH:20]=[CH:19][C:18]([Cl:21])=[CH:17][C:16]=1[Cl:22])=[O:7])([CH3:4])([CH3:3])[CH3:2].O[Li].O>C1COCC1.O>[C:1]([O:5][C:6]([CH2:8][C:9]1[C:10]([CH3:31])=[N:11][C:12]2[N:13]([CH:23]=[C:24]([C:26]([OH:28])=[O:27])[N:25]=2)[C:14]=1[C:15]1[CH:20]=[CH:19][C:18]([Cl:21])=[CH:17][C:16]=1[Cl:22])=[O:7])([CH3:4])([CH3:3])[CH3:2] |f:1.2|. Run at time 16 hour. Procedure: To a stirred solution of ethyl 6-((tert-butoxycarbonyl)methyl)-5-(2,4-dichlorophenyl)-7-methylimidazo[1,2-a]pyrimidine-2-carboxylate (100 mg, 021 mmol) in THF (2 mL) and H2O (0.5 mL) at room temperature was added LiOH.H2O (18 mg, 0.42 mmol). After 16 h, the reaction was concentrated under reduced pressure and diluted with EtOAc. The organic layer was washed with 1N HCl and brine prior to drying over anhydrous MgSO4. Filtration, concentration under reduced pressure gave 6-((tert-butoxycarbonyl)me... The product is C(C)(C)(C)OC(=O)CC=1C(=NC=2N(C1C1=C(C=C(C=C1)Cl)Cl)C=C(N2)C(=O)O)C (6-((tert-butoxycarbonyl)methyl)-5-(2,4-dichlorophenyl)-7-methylimidazo[1,2-a]pyrimidine-2-carboxylic acid).